Dataset: the Open Reaction Database (ORD), a public repository of structured organic reaction records. Task: describe an organic reaction: reactants, conditions, products, and yield The reactants are Cl (hydrochloric acid), ClC1=C(C(=O)NCC23CC4CC(CC(C2)C4)C3)C=C(C=C1)CC=O (2-chloro-5-(2-oxoethyl)-N-(tricyclo[3.3.1.13,7]dec-1-ylmethyl)-benzamide), N1CC(CCC1)NC(OC(C)(C)C)=O (3-piperidinyl-carbamic acid, 1,1-dimethylethyl ester), C(C)(=O)O[BH-](OC(C)=O)OC(C)=O.[Na+] (sodium triacetoxyborohydride). The solvent is O1CCOCC1 (dioxane), CO (methanol), ClCCCl (1,2-dichloroethane). Conditions: time 14 hour. Yields the product Cl.NC1CN(CCC1)CCC=1C=CC(=C(C(=O)NCC23CC4CC(CC(C2)C4)C3)C1)Cl (5-[2-(3-Amino-1-piperidinyl)ethyl]-2-chloro-N-(tricyclo[3.3.1.13,7]dec-1-ylmethyl)-benzamide, hydrochloride salt). Isolated yield 50.5%. As a reaction SMILES: [Cl:1][C:2]1[CH:21]=[CH:20][C:19]([CH2:22][CH:23]=O)=[CH:18][C:3]=1[C:4]([NH:6][CH2:7][C:8]12[CH2:17][CH:12]3[CH2:13][CH:14]([CH2:16][CH:10]([CH2:11]3)[CH2:9]1)[CH2:15]2)=[O:5].[NH:25]1[CH2:30][CH2:29][CH2:28][CH:27]([NH:31]C(=O)OC(C)(C)C)[CH2:26]1.C(O[BH-](OC(=O)C)OC(=O)C)(=O)C.[Na+].Cl>CO.O1CCOCC1.ClCCCl>[ClH:1].[NH2:31][CH:27]1[CH2:28][CH2:29][CH2:30][N:25]([CH2:23][CH2:22][C:19]2[CH:20]=[CH:21][C:2]([Cl:1])=[C:3]([CH:18]=2)[C:4]([NH:6][CH2:7][C:8]23[CH2:9][CH:10]4[CH2:11][CH:12]([CH2:13][CH:14]([CH2:16]4)[CH2:15]2)[CH2:17]3)=[O:5])[CH2:26]1 |f:2.3,8.9|. Reported procedure: Prepared according to the method described in Example 66c from 2-chloro-5-(2-oxoethyl)-N-(tricyclo[3.3.1.13,7]dec-1-ylmethyl)-benzamide (0.094 g, Example 66b), 3-piperidinyl-carbamic acid, 1,1-dimethylethyl ester (0.109 g), sodium triacetoxyborohydride (0.081 g) and 1,2-dichloroethane (2 ml). After work-up, the residue was purified by HPLC eluting with a gradient of 0-5% ethanol in dichloromethane then by HPLC eluting with a gradient of 0-2% ethanol in dichloromethane. The white powder obtained ... Starting materials: [Al+3], CC(C#N)N1CCN(C)CC1, [H-], [H-], [H-], [H-], [Li+], [Na+], [OH-], O. The product is CC(CN)N1CCN(C)CC1. Reaction SMILES: [Al+3:13].[CH3:1][N:2]1[CH2:3][CH2:4][N:5]([CH:8]([C:9]#[N:10])[CH3:11])[CH2:6][CH2:7]1.[H-:12].[H-:15].[H-:16].[H-:17].[Li+:14].[Na+:19].[OH-:18].[OH2:20]>>[CH3:1][N:2]1[CH2:3][CH2:4][N:5]([CH:8]([CH2:9][NH2:10])[CH3:11])[CH2:6][CH2:7]1. Starting materials: N1C=NC=2CNCCC21 (4,5,6,7-tetrahydroimidazo-[4,5-c]-pyridine), CI (methyl iodide). Yields the product CN1C=NC=2CNCCC21 (1-Methyl-4,5,6,7-tetrahydroimidazo-[4,5-c]-pyridine). Reaction SMILES: [NH:1]1[C:9]2[CH2:8][CH2:7][NH:6][CH2:5][C:4]=2[N:3]=[CH:2]1.[CH3:10]I>>[CH3:10][N:1]1[C:9]2[CH2:8][CH2:7][NH:6][CH2:5][C:4]=2[N:3]=[CH:2]1. Procedure: Operating as in Example 1, but starting from 4,5,6,7-tetrahydroimidazo-[4,5-c]-pyridine and methyl iodide, 1-Methyl-4,5,6,7-tetrahydroimidazo-[4,5-c]-pyridine is obtained as intermediate and successively reacted with methyl isothiocyanate to give 1-Methyl-5-(N-methylthiocarbamoyl)-4,5,6,7-tetrahydroimidazo-[4,5-c]-pyridine in a 78% yield, m.p. 238° C. The reactants are C(C)(=O)OCC=1CS[C@H]2N(C1C(=O)O)C([C@H]2NC=O)=O (3-acetyloxymethyl-7β-formylamino-ceph-3-em-4-carboxylic acid), C(C)(=O)OC(C)=O (acetic acid anhydride). Run in N1=CC=CC=C1 (pyridine), CS(=O)C (dimethylsulphoxide). Reaction conditions: time 2 hour. Product: C(C)(=O)OCC=1CS[C@H]2N(C1C(=O)O)C([C@H]2NC=O)=O (3-acetyloxymethyl-7β-formylamino-ceph-3-em-4-carboxylic acid), C(C)(=O)OCC1=CS[C@H]2N(C1C(=O)O)C([C@H]2NC=O)=O (3-acetyloxymethyl-7β-formylamino-ceph-2-em-4ξ-carboxylic acid). RXN SMILES: [C:1]([O:4][CH2:5][C:6]1[CH2:7][S:8][C@@H:9]2[C@H:16]([NH:17][CH:18]=[O:19])[C:15](=[O:20])[N:10]2[C:11]=1[C:12]([OH:14])=[O:13])(=[O:3])[CH3:2].C(OC(=O)C)(=O)C>N1C=CC=CC=1.CS(C)=O>[C:1]([O:4][CH2:5][C:6]1[CH2:7][S:8][C@@H:9]2[C@H:16]([NH:17][CH:18]=[O:19])[C:15](=[O:20])[N:10]2[C:11]=1[C:12]([OH:14])=[O:13])(=[O:3])[CH3:2].[C:1]([O:4][CH2:5][C:6]1[CH:11]([C:12]([OH:14])=[O:13])[N:10]2[C:15](=[O:20])[C@@H:16]([NH:17][CH:18]=[O:19])[C@H:9]2[S:8][CH:7]=1)(=[O:3])[CH3:2]. Procedure details: A solution of 5 g of 3-acetyloxymethyl-7β-formylamino-ceph-3-em-4-carboxylic acid in 20 ml of pyridine and 2 ml of dimethylsulphoxide is treated with 2 ml of acetic acid anhydride and the mixture left to stand for 2 hours at room temperature. The brown reaction mixture is evaporated to dryness several times while adding absolute toluene and the residue is covered with ethyl acetate. After acidifiying with 20% aqueous phosphoric acid and saturating with sodium chloride, the layers are separated. ... Starting materials: [Br-], Cc1ccc(CBr)c(OCc2ccccc2)c1, [C-]#N, CCCC[N+](CCCC)(CCCC)CCCC, ClCCl, [Na+], O. Product: Cc1ccc(CC#N)c(OCc2ccccc2)c1. As a reaction SMILES: [Br-:22].[Br:1][CH2:2][c:3]1[c:4]([O:10][CH2:11][c:12]2[cH:13][cH:14][cH:15][cH:16][cH:17]2)[cH:5][c:6]([CH3:9])[cH:7][cH:8]1.[C-:18]#[N:19].[CH3:23][CH2:24][CH2:25][CH2:26][N+:27]([CH2:28][CH2:29][CH2:30][CH3:31])([CH2:32][CH2:33][CH2:34][CH3:35])[CH2:36][CH2:37][CH2:38][CH3:39].[Cl:40][CH2:41][Cl:42].[Na+:20].[OH2:21]>>[CH2:2]([c:3]1[c:4]([O:10][CH2:11][c:12]2[cH:13][cH:14][cH:15][cH:16][cH:17]2)[cH:5][c:6]([CH3:9])[cH:7][cH:8]1)[C:18]#[N:19]. Starting materials: O=C([O-])[O-], N#Cc1cccc(O)c1, CN(C)C=O, CC(C)(C)OC(=O)NC(CCl)Cc1ccc(I)cc1, [K+], [K+], O. Yields the product CC(C)(C)OC(=O)NC(COc1cccc(C#N)c1)Cc1ccc(I)cc1. Reaction SMILES: [C:10](=[O:11])([O-:12])[O-:13].[C:1](#[N:2])[c:3]1[cH:4][c:5]([OH:9])[cH:6][cH:7][cH:8]1.[CH3:35][N:36]([CH3:37])[CH:38]=[O:39].[Cl:16][CH2:17][CH:18]([CH2:19][c:20]1[cH:21][cH:22][c:23]([I:26])[cH:24][cH:25]1)[NH:27][C:28]([O:29][C:30]([CH3:31])([CH3:32])[CH3:33])=[O:34].[K+:14].[K+:15].[OH2:40]>>[C:1](#[N:2])[c:3]1[cH:4][c:5]([O:9][CH2:17][CH:18]([CH2:19][c:20]2[cH:21][cH:22][c:23]([I:26])[cH:24][cH:25]2)[NH:27][C:28]([O:29][C:30]([CH3:31])([CH3:32])[CH3:33])=[O:34])[cH:6][cH:7][cH:8]1.